From a dataset of the Open Reaction Database (ORD), a public repository of structured organic reaction records. describe an organic reaction: reactants, conditions, products, and yield Starting materials: C(C(=O)Cl)(=O)Cl (Oxalyl chloride), CC=1C(=CSC1)C1=C(C=C(C(=O)O)C=C1)C(F)(F)F (4-(4-methyl-3-thienyl)-3-(trifluoromethyl)benzoic acid), ON=C(N)C1=C(C=CC=C1)OC (N′-Hydroxy-2-methoxybenzenecarboximidamide), CCN(C(C)C)C(C)C (DIEA). Yields the product COC1=C(C=CC=C1)C1=NOC(=N1)C1=CC(=C(C=C1)C1=CSC=C1C)C(F)(F)F (3-(2-methoxyphenyl)-5-[4-(4-methyl-3-thienyl)-3-(trifluoromethyl)phenyl]-1,2,4-oxadiazole). RXN SMILES: C(Cl)(=O)C(Cl)=O.[CH3:7][C:8]1[C:9]([C:13]2[CH:21]=[CH:20][C:16]([C:17]([OH:19])=O)=[CH:15][C:14]=2[C:22]([F:25])([F:24])[F:23])=[CH:10][S:11][CH:12]=1.O[N:27]=[C:28]([C:30]1[CH:35]=[CH:34][CH:33]=[CH:32][C:31]=1[O:36][CH3:37])[NH2:29].CCN(C(C)C)C(C)C>>[CH3:37][O:36][C:31]1[CH:32]=[CH:33][CH:34]=[CH:35][C:30]=1[C:28]1[N:27]=[C:17]([C:16]2[CH:20]=[CH:21][C:13]([C:9]3[C:8]([CH3:7])=[CH:12][S:11][CH:10]=3)=[C:14]([C:22]([F:25])([F:24])[F:23])[CH:15]=2)[O:19][N:29]=1. Reported procedure: Oxalyl chloride (106 μL; 1.26 mmol; 3 eq.), Intermediate 32 (120 mg; 0.42 mmol; 1 eq.), Intermediate 1 (70 mg; 0.42 mmol, 1 eq.) and DIEA (217 μL; 1.26 mmol; 3 eq.) were reacted according to general procedure 2. Purification by column chromatography c-hexane/ethyl acetate, 95/5) followed by crystallization from n-pentane afforded the title compound as a yellow solid. Starting materials: CC(=O)OC(C)=O, CC(C)Oc1ccc(Oc2ccc(CCC(N)C(C)C)cc2)cn1. Product: CC(=O)NC(CCc1ccc(Oc2ccc(OC(C)C)nc2)cc1)C(C)C. Reaction SMILES: [CH3:25][C:26](=[O:27])[O:28][C:29](=[O:30])[CH3:31].[CH:1]([CH3:2])([CH3:3])[O:4][c:5]1[cH:6][cH:7][c:8]([O:11][c:12]2[cH:13][cH:14][c:15]([CH2:18][CH2:19][CH:20]([CH:21]([CH3:22])[CH3:23])[NH2:24])[cH:16][cH:17]2)[cH:9][n:10]1>>[CH:1]([CH3:2])([CH3:3])[O:4][c:5]1[cH:6][cH:7][c:8]([O:11][c:12]2[cH:13][cH:14][c:15]([CH2:18][CH2:19][CH:20]([CH:21]([CH3:22])[CH3:23])[NH:24][C:26]([CH3:25])=[O:27])[cH:16][cH:17]2)[cH:9][n:10]1. Starting materials: ClC1=CC=C(COC(N(CC2=C(C=CC(=C2)C(F)(F)F)B2OC(C(O2)(C)C)(C)C)CC)=O)C=C1 (ethyl-[2-(4,4,5,5-tetramethyl-[1,3,2]dioxaborolan-2-yl)-5-trifluoromethyl-benzyl]-carbamic acid 4-chloro-benzyl ester), COC(CC1=CC(=CC(=C1)Cl)Br)=O ((3-bromo-5-chloro-phenyl)-acetic acid methyl ester). Yields the product COC(CC=1C=C(C=C(C1)Cl)C1=C(C=C(C=C1)C(F)(F)F)CN(CC)C(=O)OCC1=CC=C(C=C1)Cl)=O ((5-Chloro-2′-{[(4-chloro-benzyloxycarbonyl)-ethyl-amino]-methyl}-4′-trifluoromethyl-biphenyl-3-yl)-acetic acid methyl ester). As a reaction SMILES: [Cl:1][C:2]1[CH:34]=[CH:33][C:5]([CH2:6][O:7][C:8](=[O:32])[N:9]([CH2:30][CH3:31])[CH2:10][C:11]2[CH:16]=[C:15]([C:17]([F:20])([F:19])[F:18])[CH:14]=[CH:13][C:12]=2B2OC(C)(C)C(C)(C)O2)=[CH:4][CH:3]=1.[CH3:35][O:36][C:37](=[O:47])[CH2:38][C:39]1[CH:44]=[C:43]([Cl:45])[CH:42]=[C:41](Br)[CH:40]=1>>[CH3:35][O:36][C:37](=[O:47])[CH2:38][C:39]1[CH:40]=[C:41]([C:12]2[CH:13]=[CH:14][C:15]([C:17]([F:18])([F:20])[F:19])=[CH:16][C:11]=2[CH2:10][N:9]([C:8]([O:7][CH2:6][C:5]2[CH:4]=[CH:3][C:2]([Cl:1])=[CH:34][CH:33]=2)=[O:32])[CH2:30][CH3:31])[CH:42]=[C:43]([Cl:45])[CH:44]=1. Reported procedure: Prepared according to the procedure described in Example 1, Step 4, using the following starting materials: ethyl-[2-(4,4,5,5-tetramethyl-[1,3,2]dioxaborolan-2-yl)-5-trifluoromethyl-benzyl]-carbamic acid 4-chloro-benzyl ester and (3-bromo-5-chloro-phenyl)-acetic acid methyl ester. The reactants are COC1=NC(=NC(=C1)OC)OC=1C(=NC=CC1)C=O (3-(4,6-dimethoxy-2-pyrimidinyloxy)-2-formylpyridine), CO (methanol), C(OCC)([O-])[O-] (ethyl orthoformate), [Cl-].[NH4+] (ammonium chloride). Run at time 5 hour. Yields the product COC(C1=NC=CC=C1OC1=NC(=CC(=N1)OC)OC)OC (3-(4.6-dimethoxy-2-pyrimidinyloxy)-2-pyridinecarboxaldehyde dimethylacetal). Yield: 90.0%. Reaction SMILES: [CH3:1][O:2][C:3]1[CH:8]=[C:7]([O:9][CH3:10])[N:6]=[C:5]([O:11][C:12]2[C:13]([CH:18]=[O:19])=[N:14][CH:15]=[CH:16][CH:17]=2)[N:4]=1.[CH:20]([O-])([O-])[O:21]CC.[Cl-].[NH4+].[CH3:28]O>>[CH3:28][O:19][CH:18]([O:21][CH3:20])[C:13]1[C:12]([O:11][C:5]2[N:4]=[C:3]([O:2][CH3:1])[CH:8]=[C:7]([O:9][CH3:10])[N:6]=2)=[CH:17][CH:16]=[CH:15][N:14]=1 |f:2.3|. Procedure details: A mixture consisting of 53.0 g of 3-(4,6-dimethoxy-2-pyrimidinyloxy)-2-formylpyridine, 30.7 g of ethyl orthoformate, 0.48 g of ammonium chloride and 500 ml of methanol was heated under stirring at a reflux point for 5 hours. After the reaction mixture was cooled to room temperature, the precipitate was filtered off. The filtrate was concentrated under reduced pressure so that 56.1 g of 3-(4,6-dimethoxy-2-pyrimidinyloxy-2-pyridinecarboxaldehyde dimethylacetal were obtained (yield: 90%). A purifie... The reactants are C[P+](C)(C)CC#N, CCC#N, CNC(=O)c1ccc(N2CCNCC2)c(C)c1, CCN(C(C)C)C(C)C, Cl, Cl, [I-], O=C1Nc2cc(CO)cnc2N2CCCCC12. The product is CNC(=O)c1ccc(N2CCN(Cc3cnc4c(c3)NC(=O)C3CCCCN43)CC2)c(C)c1. As a reaction SMILES: [C:38]([CH2:39][P+:40]([CH3:41])([CH3:42])[CH3:43])#[N:44].[C:54](#[N:55])[CH2:56][CH3:57].[CH3:20][NH:21][C:22]([c:23]1[cH:24][c:25]([CH3:35])[c:26]([N:29]2[CH2:30][CH2:31][NH:32][CH2:33][CH2:34]2)[cH:27][cH:28]1)=[O:36].[CH:45]([N:46]([CH2:47][CH3:48])[CH:49]([CH3:50])[CH3:51])([CH3:52])[CH3:53].[ClH:18].[ClH:19].[I-:37].[OH:1][CH2:2][c:3]1[cH:4][c:5]2[c:10]([n:11][cH:12]1)[N:9]1[CH:8]([C:7](=[O:17])[NH:6]2)[CH2:16][CH2:15][CH2:14][CH2:13]1>>[CH2:2]([c:3]1[cH:4][c:5]2[c:10]([n:11][cH:12]1)[N:9]1[CH:8]([C:7](=[O:17])[NH:6]2)[CH2:16][CH2:15][CH2:14][CH2:13]1)[N:32]1[CH2:31][CH2:30][N:29]([c:26]2[c:25]([CH3:35])[cH:24][c:23]([C:22]([NH:21][CH3:20])=[O:36])[cH:28][cH:27]2)[CH2:34][CH2:33]1. Reactants: C(C)(=O)O (acetic acid), Cl (hydrogen chloride), C(C)(=O)O (acetic acid), Cl (hydrogen chloride), C(C1=CC=CC=C1)(=O)N(N=CC1=CC=CC=C1)C1=C(C=CC=C1)F (benzaldehyde 1-benzoyl-1-(2-fluorophenyl)hydrazone), C1CC(=O)CCC1C(=O)O (cyclohexanone-4-carboxylic acid), C(C)(=O)O (acetic acid), C(C)(=O)O (acetic acid), Cl (hydrogen chloride). Solvent: O (water). Reaction conditions: time 2 hour. Yields the product C(C1=CC=CC=C1)(=O)N1C2=C(C=CC=C2C=2CC(CCC12)C(=O)O)F (9-Benzoyl-8-fluoro-1,2,3,4-tetrahydrocarbazole-3-carboxylic acid). RXN SMILES: [C:1]([N:9]([C:18]1[CH:23]=[CH:22][CH:21]=[CH:20][C:19]=1[F:24])N=CC1C=CC=CC=1)(=[O:8])[C:2]1[CH:7]=[CH:6][CH:5]=[CH:4][CH:3]=1.[CH2:25]1[CH:31]([C:32]([OH:34])=[O:33])[CH2:30][CH2:29][C:27](=O)[CH2:26]1.C(O)(=O)C.Cl>O>[C:1]([N:9]1[C:27]2[CH2:26][CH2:25][CH:31]([C:32]([OH:34])=[O:33])[CH2:30][C:29]=2[C:23]2[C:18]1=[C:19]([F:24])[CH:20]=[CH:21][CH:22]=2)(=[O:8])[C:2]1[CH:3]=[CH:4][CH:5]=[CH:6][CH:7]=1. Procedure details: A solution of 6.4 g. benzaldehyde 1-benzoyl-1-(2-fluorophenyl)hydrazone and 5.35 g. of cyclohexanone-4-carboxylic acid in 50 ml. glacial acetic acid and 10 ml. of glacial acetic acid saturated with hydrogen chloride was heated under reflux for two hours. An additional 10 ml. glacial acetic acid saturated with hydrogen chloride was then added and heating under reflux was continued two additional hours. A further 5 ml. glacial acetic acid saturated with hydrogen chloride was added and heating unde... Starting materials: [OH-].[Na+] (sodium hydroxide), COC(CC=1C=NC=C(C1)C1=CC=C(C=C1)C(CC)(C1=CC(=C(C=C1)\C=C\C(CC)(O)CC)C)CC)=O ((E)-[5-(4-{1-ethyl-1-[4-(3-ethyl-3-hydroxy-1-pentenyl)-3-methyl-phenyl]-propyl}-phenyl)-pyridin-3-yl]-acetic acid methyl ester), [Cl-].[NH4+] (ammonium chloride). The solvent is CO.O1CCCC1 (methanol tetrahydrofuran). Reaction conditions: time 8 hour. Product: C(C)C(CC)(C1=CC(=C(C=C1)\C=C\C(CC)(O)CC)C)C1=CC=C(C=C1)C=1C=C(C=NC1)CC(=O)O ((E)-[5-(4-{1-ethyl-1-[4-(3-ethyl-3-hydroxy-1-pentenyl)-3-methyl-phenyl]-propyl}-phenyl)-3-pyridinyl]-acetic Acid). Yield: 65.8%. As a reaction SMILES: [OH-].[Na+].C[O:4][C:5](=[O:39])[CH2:6][C:7]1[CH:8]=[N:9][CH:10]=[C:11]([C:13]2[CH:18]=[CH:17][C:16]([C:19]([CH2:37][CH3:38])([C:22]3[CH:27]=[CH:26][C:25](/[CH:28]=[CH:29]/[C:30]([CH2:34][CH3:35])([OH:33])[CH2:31][CH3:32])=[C:24]([CH3:36])[CH:23]=3)[CH2:20][CH3:21])=[CH:15][CH:14]=2)[CH:12]=1.[Cl-].[NH4+]>CO.O1CCCC1>[CH2:20]([C:19]([C:16]1[CH:15]=[CH:14][C:13]([C:11]2[CH:12]=[C:7]([CH2:6][C:5]([OH:39])=[O:4])[CH:8]=[N:9][CH:10]=2)=[CH:18][CH:17]=1)([C:22]1[CH:27]=[CH:26][C:25](/[CH:28]=[CH:29]/[C:30]([CH2:31][CH3:32])([OH:33])[CH2:34][CH3:35])=[C:24]([CH3:36])[CH:23]=1)[CH2:37][CH3:38])[CH3:21] |f:0.1,3.4,5.6|. Procedure details: A 1 N sodium hydroxide aqueous solution (0.279 mL, 0.279 mmol) was added to a solution of (E)-[5-(4-{1-ethyl-1-[4-(3-ethyl-3-hydroxy-1-pentenyl)-3-methyl-phenyl]-propyl}-phenyl)-pyridin-3-yl]-acetic acid methyl ester (Example 123-(1); 46.5 mg, 0.093 mmol) in methanol-tetrahydrofuran (1:1, 4 mL), and the mixture was stirred at room temperature overnight. The reaction mixture was then poured into a saturated aqueous ammonium chloride solution, followed by extraction with dichloromethane. The organ... RXN SMILES: [N:1]1([CH2:7][CH2:8][CH2:9][O-:10])[CH2:6][CH2:5][CH2:4][CH2:3][CH2:2]1.[Na+].S(O[CH2:17][CH2:18][CH2:19][C:20]1[CH:25]=[CH:24][C:23]([Cl:26])=[CH:22][CH:21]=1)(=O)(=O)C.C1OCCOCCOCCOCCOC1>C1(C)C=CC=CC=1>[Cl:26][C:23]1[CH:24]=[CH:25][C:20]([CH2:19][CH2:18][CH2:17][O:10][CH2:9][CH2:8][CH2:7][N:1]2[CH2:6][CH2:5][CH2:4][CH2:3][CH2:2]2)=[CH:21][CH:22]=1 |f:0.1|. Product: ClC1=CC=C(C=C1)CCCOCCCN1CCCCC1 (1-[3-[3-(4-chlorophenyl)propoxy]propyl]-piperidine). Reactants: N1(CCCCC1)CCC[O-].[Na+] (sodium 3-piperidinopropanolate), S(C)(=O)(=O)OCCCC1=CC=C(C=C1)Cl (3-(4-chlorophenyl)propyl mesylate), C1COCCOCCOCCOCCO1 (15-crown-5). Solvent: C1(=CC=CC=C1)C (toluene). Yield: 75.0%. Reported procedure: According to the method disclosed in EP-982300, Example 78, sodium 3-piperidinopropanolate (2.127 kg; 12.88 mol), 3-(4-chlorophenyl)propyl mesylate (1.121 kg; 4.51 mol) and 0.322 mol of 15-crown-5 in 4.5 kg of dry toluene were refluxed for 4 hours. The solvent was evaporated and the residue purified by column chromatography on silica gel (eluent: methylene chloride/methanol (90/10)). The obtained oil was distilled in a fractionating equipment at reduced pressure (0.3-0.7 mmHg) and with a heating... Product: FC1=C(C(=O)O)C=CC(=C1)[N+](=O)[O-] (2-fluoro-4-nitrobenzoic acid). Procedure: A 3L 3-necked flask equipped with a magnetic stirrer was charged with 25.00 g of 2-fluoro-4-nitrotoluene (Aldrich Chemical Co., Milwaukee, Wis., 53233), 1.65 L of 1 N NaOH, and 25.00 g of KMnO4. The resulting mixture was heated to 95° C. with stirring. Additional 25.00 g portions of KMnO4 were added after 1 h and 2 h. After stirring at 95° C. for an additional hour the reaction mixture was cooled to RT and filtered through celite to remove MnO2. The filtrate was concentrated in vacuo to 500 mL a... RXN SMILES: [F:1][C:2]1[CH:7]=[C:6]([N+:8]([O-:10])=[O:9])[CH:5]=[CH:4][C:3]=1[CH3:11].[OH-:12].[Na+].[O-:14][Mn](=O)(=O)=O.[K+]>>[F:1][C:2]1[CH:7]=[C:6]([N+:8]([O-:10])=[O:9])[CH:5]=[CH:4][C:3]=1[C:11]([OH:14])=[O:12] |f:1.2,3.4|. Reaction conditions: temperature 95 celsius. The yield is 42.0%. The reactants are FC1=C(C=CC(=C1)[N+](=O)[O-])C (2-fluoro-4-nitrotoluene), [OH-].[Na+] (NaOH), [O-][Mn](=O)(=O)=O.[K+] (KMnO4), 3L, [O-][Mn](=O)(=O)=O.[K+] (KMnO4). The reactants are CCO, I, CN(CCN1CCSc2cc(N)ccc21)C(=O)Oc1ccccc1, [Na+], [Na+], O=C([O-])[O-], O, CSC(=N)c1cccs1. Product: CN(CCN1CCSc2cc(NC(=N)c3cccs3)ccc21)C(=O)Oc1ccccc1. As a reaction SMILES: [CH3:35][CH2:36][OH:37].[IH:25].[NH2:1][c:2]1[cH:3][cH:4][c:5]2[c:6]([cH:24]1)[S:7][CH2:8][CH2:9][N:10]2[CH2:11][CH2:12][N:13]([C:14]([O:15][c:16]1[cH:17][cH:18][cH:19][cH:20][cH:21]1)=[O:22])[CH3:23].[Na+:39].[Na+:40].[O-:41][C:42](=[O:43])[O-:44].[OH2:38].[s:26]1[c:27]([C:31](=[NH:32])[S:33][CH3:34])[cH:28][cH:29][cH:30]1>>[NH:1]([c:2]1[cH:3][cH:4][c:5]2[c:6]([cH:24]1)[S:7][CH2:8][CH2:9][N:10]2[CH2:11][CH2:12][N:13]([C:14]([O:15][c:16]1[cH:17][cH:18][cH:19][cH:20][cH:21]1)=[O:22])[CH3:23])[C:31]([c:27]1[s:26][cH:30][cH:29][cH:28]1)=[NH:32].